From a dataset of the Open Reaction Database (ORD), a public repository of structured organic reaction records. describe an organic reaction: reactants, conditions, products, and yield Reactants: C(\C=C\C1=CC=CC=C1)(=O)O (trans-cinnamic acid), ClC=1C=CC2=C([C@H](CNCC2)C)C1 ((R)-8-chloro-1-methyl-2,3,4,5-tetrahydro-1H-3-benzazepine). The solvent is C(C)#N (acetonitrile). Run at time 8 hour. Yields the product C(\C=C\C1=CC=CC=C1)(=O)O.ClC=1C=CC2=C([C@H](CNCC2)C)C1 ((R)-8-Chloro-1-methyl-2,3,4,5-tetrahydro-1H-3-benzazepine trans-cinnamate salt). RXN SMILES: [C:1]([OH:11])(=[O:10])/[CH:2]=[CH:3]/[C:4]1[CH:9]=[CH:8][CH:7]=[CH:6][CH:5]=1.[Cl:12][C:13]1[CH:14]=[CH:15][C:16]2[CH2:22][CH2:21][NH:20][CH2:19][C@H:18]([CH3:23])[C:17]=2[CH:24]=1>C(#N)C>[C:1]([OH:11])(=[O:10])/[CH:2]=[CH:3]/[C:4]1[CH:5]=[CH:6][CH:7]=[CH:8][CH:9]=1.[Cl:12][C:13]1[CH:14]=[CH:15][C:16]2[CH2:22][CH2:21][NH:20][CH2:19][C@H:18]([CH3:23])[C:17]=2[CH:24]=1 |f:3.4|. Procedure details: (R)-8-Chloro-1-methyl-2,3,4,5-tetrahydro-1H-3-benzazepine trans-cinnamate salt was prepared by combining one equivalent of trans-cinnamic acid with (R)-8-chloro-1-methyl-2,3,4,5-tetrahydro-1H-3-benzazepine in acetonitrile at 50° C. The sample was cooled slowly and stirred overnight. The resulting white solid was isolated by filtration and dried. Similar samples prepared in isopropanol, acetone or THF produced white solids only after removal of solvent and trituration with MTBE. (R)-8-Chloro-1-me... Starting materials: C(C1=CC=CC=C1)C1=CN=C2C(=C(C(N(C2=C1)CC=1N(C=CN1)C)=O)C(=O)OCC)O (ethyl 7-benzyl-4-hydroxy-1-[(1-methyl-1H-imidazol-2-yl)methyl]-2-oxo-1,2-dihydro-1,5-naphthyridine-3-carboxylate), C1(CC1)N (cyclopropylamine). Yields the product C(C1=CC=CC=C1)C1=CN=C2C(=C(C(N(C2=C1)CC=1N(C=CN1)C)=O)C(=O)NC1CC1)O (7-Benzyl-N-cyclopropyl-4-hydroxy-1-[(1-methyl-1H-imidazol-2-yl)methyl]-2-oxo-1,2-dihydro-1,5-naphthyridine-3-carboxamide). As a reaction SMILES: [CH2:1]([C:8]1[CH:17]=[C:16]2[C:11]([C:12]([OH:31])=[C:13]([C:26]([O:28]CC)=O)[C:14](=[O:25])[N:15]2[CH2:18][C:19]2[N:20]([CH3:24])[CH:21]=[CH:22][N:23]=2)=[N:10][CH:9]=1)[C:2]1[CH:7]=[CH:6][CH:5]=[CH:4][CH:3]=1.[CH:32]1([NH2:35])[CH2:34][CH2:33]1>>[CH2:1]([C:8]1[CH:17]=[C:16]2[C:11]([C:12]([OH:31])=[C:13]([C:26]([NH:35][CH:32]3[CH2:34][CH2:33]3)=[O:28])[C:14](=[O:25])[N:15]2[CH2:18][C:19]2[N:20]([CH3:24])[CH:21]=[CH:22][N:23]=2)=[N:10][CH:9]=1)[C:2]1[CH:7]=[CH:6][CH:5]=[CH:4][CH:3]=1. Procedure details: This compound was prepared from ethyl 7-benzyl-4-hydroxy-1-[(1-methyl-1H-imidazol-2-yl)methyl]-2-oxo-1,2-dihydro-1,5-naphthyridine-3-carboxylate and cyclopropylamine using methods similar to those described in Example 11. The product was obtained as a white solid: 1H NMR (CDCl3) δ 10.02 (1H, br), 8.57 (1H, s), 8.45 (1H, br s), 7.30-7.21 (5H, m), 7.01 (1H, br s), 6.83 (1H, s), 5.69 (2H, br), 4.17 (2H, s), 3.67 (3H, s), 2.95 (1H, m), 0.91 (2H, m), 0.71 (2H, m); HRMS calcd for C24H23N5O3+H+: 430.18... The reactants are C(C)OC(C1=C(C=C(C=C1)C(C)(C)O)F)OCC (2-[4-(diethoxymethyl)-3-fluorophenyl]propan-2-ol), Cl (HCl), ice water. Run in CC(=O)C (acetone). Reaction conditions: time 6 hour. Product: FC1=C(C=O)C=CC(=C1)C(C)(C)O (2-Fluoro-4-(1-hydroxy-1-methylethyl)benzaldehyde). RXN SMILES: C([O:3][CH:4](OCC)[C:5]1[CH:10]=[CH:9][C:8]([C:11]([OH:14])([CH3:13])[CH3:12])=[CH:7][C:6]=1[F:15])C.Cl>CC(C)=O>[F:15][C:6]1[CH:7]=[C:8]([C:11]([OH:14])([CH3:12])[CH3:13])[CH:9]=[CH:10][C:5]=1[CH:4]=[O:3]. Procedure details: A solution of 2-[4-(diethoxymethyl)-3-fluorophenyl]propan-2-ol (25.6 g, 100 mmol) in acetone (50 mL) was added dropwise to aqueous HCl (6M, 50 mL) cooled with ice-water to keep the internal temperature less than 10° C. After addition, the mixture was stirred at room temperature for 6 hrs. The mixture was extracted twice with ethyl acetate. The combined organics were washed with saturated aqueous sodium bicarbonate and brine, dried over sodium sulfate and concentrated to afford the title compound...